From a dataset of the Open Reaction Database (ORD), a public repository of structured organic reaction records. describe an organic reaction: reactants, conditions, products, and yield The reactants are NC=1SC(=C(N1)C(=O)N1[C@H]2C[C@H]2C[C@H]1CN)C1=CC(=CC=C1)F ([2-amino-5-(3-fluoro-phenyl)-thiazol-4-yl]-((1S,3S,5S)-3-aminomethyl-2-aza-bicyclo[3.1.0]hex-2-yl)-methanone), S1C=2N(C=C1)C(=CN2)C(=O)O (imidazo[2,1-b]thiazole-5-carboxylic acid). Yields the product NC=1SC(=C(N1)C(=O)N1[C@H]2C[C@H]2C[C@H]1CNC(=O)C1=CN=C2SC=CN21)C2=CC(=CC=C2)F (imidazo[2,1-b]thiazole-5-carboxylic acid {(1S,3S,5S)-2-[2-amino-5-(3-fluoro-phenyl)-thiazole-4-carbonyl]-2-aza-bicyclo[3.1.0]hex-3-ylmethyl}-amide). As a reaction SMILES: [NH2:1][C:2]1[S:3][C:4]([C:17]2[CH:22]=[CH:21][CH:20]=[C:19]([F:23])[CH:18]=2)=[C:5]([C:7]([N:9]2[C@H:14]([CH2:15][NH2:16])[CH2:13][C@H:12]3[C@@H:10]2[CH2:11]3)=[O:8])[N:6]=1.[S:24]1[CH:28]=[CH:27][N:26]2[C:29]([C:32](O)=[O:33])=[CH:30][N:31]=[C:25]12>>[NH2:1][C:2]1[S:3][C:4]([C:17]2[CH:22]=[CH:21][CH:20]=[C:19]([F:23])[CH:18]=2)=[C:5]([C:7]([N:9]2[C@H:14]([CH2:15][NH:16][C:32]([C:29]3[N:26]4[C:25]([S:24][CH:28]=[CH:27]4)=[N:31][CH:30]=3)=[O:33])[CH2:13][C@H:12]3[C@@H:10]2[CH2:11]3)=[O:8])[N:6]=1. Procedure details: prepared by reaction of [2-amino-5-(3-fluoro-phenyl)-thiazol-4-yl]-((1S,3S,5S)-3-aminomethyl-2-aza-bicyclo[3.1.0]hex-2-yl)-methanone with imidazo[2,1-b]thiazole-5-carboxylic acid. LC-MS (basic): tR=0.74 min; [M+H]+=483.0. The reactants are FC1=CC=C(C=C1)C1CN(CCC1NC(=O)C=1C=NC(=CC1)C1=CC(=CC=C1)F)C(=O)OC(C)(C)C (tert-butyl 3-(4-fluorophenyl)-4-({[6-(3-fluorophenyl)pyridin-3-yl]carbonyl}amino)piperidine-1-carboxylate), C(=O)(C(F)(F)F)O (TFA). Solvent: C1(=CC=CC=C1)C (toluene), C(Cl)Cl (CH2Cl2). Conditions: time 8 hour. Product: FC=1C=C(C=CC1)C1=NC=C(C(=O)NC2C(CNCC2)C2=CC=C(C=C2)F)C=C1 (6-(3-fluorophenyl)-N-[3-(4-fluorophenyl)piperidin-4-yl]nicotinamide). RXN SMILES: [F:1][C:2]1[CH:7]=[CH:6][C:5]([CH:8]2[CH:13]([NH:14][C:15]([C:17]3[CH:18]=[N:19][C:20]([C:23]4[CH:28]=[CH:27][CH:26]=[C:25]([F:29])[CH:24]=4)=[CH:21][CH:22]=3)=[O:16])[CH2:12][CH2:11][N:10](C(OC(C)(C)C)=O)[CH2:9]2)=[CH:4][CH:3]=1.C(O)(C(F)(F)F)=O>C(Cl)Cl.C1(C)C=CC=CC=1>[F:29][C:25]1[CH:24]=[C:23]([C:20]2[CH:21]=[CH:22][C:17]([C:15]([NH:14][CH:13]3[CH2:12][CH2:11][NH:10][CH2:9][CH:8]3[C:5]3[CH:4]=[CH:3][C:2]([F:1])=[CH:7][CH:6]=3)=[O:16])=[CH:18][N:19]=2)[CH:28]=[CH:27][CH:26]=1. Procedure: To a solution of tert-butyl 3-(4-fluorophenyl)-4-({[6-(3-fluorophenyl)pyridin-3-yl]carbonyl}amino)piperidine-1-carboxylate (348 mg, 0.71 mmol) in CH2Cl2 (5 mL) at 0° C. was added TFA (1.2 mL). After stirring overnight at rt the the reaction was diluted with toluene (5 mL) and then the solvent removed and the residue purified by chromatography (silica, 10% MeOH/DCM) to give the desired product, 6-(3-fluorophenyl)-N-[3-(4-fluorophenyl)piperidin-4-yl]nicotinamide. (168 mg, 61% yield). 1H NMR (400 M... Starting materials: CO (methanol), ClC1=CC2=C(SC(=C2C)S(=O)(=O)NC2=C(C=C(C(=O)OC)C=C2)S(=O)(=O)C)C=C1 (Methyl 4-(5-chloro-3-methylbenzo[b]thiophene-2-sulfonylamino)-3-methanesulfonylbenzoate). The reagents and catalysts are [Pd] (palladium/carbon). Run in O1CCOCC1 (dioxane). Conditions: time 10 minute. Product: CC=1C2=C(SC1S(=O)(=O)NC1=C(C=C(C(=O)OC)C=C1)S(=O)(=O)C)C=CC=C2 (methyl 4-(3-methylbenzo[b]thiophene-2-sulfonylamino)-3-methanesulfonylbenzoate). The yield is 22.9%. Reaction SMILES: CO.Cl[C:4]1[CH:31]=[CH:30][C:7]2[S:8][C:9]([S:12]([NH:15][C:16]3[CH:25]=[CH:24][C:19]([C:20]([O:22][CH3:23])=[O:21])=[CH:18][C:17]=3[S:26]([CH3:29])(=[O:28])=[O:27])(=[O:14])=[O:13])=[C:10]([CH3:11])[C:6]=2[CH:5]=1>[Pd].O1CCOCC1>[CH3:11][C:10]1[C:6]2[CH:5]=[CH:4][CH:31]=[CH:30][C:7]=2[S:8][C:9]=1[S:12]([NH:15][C:16]1[CH:25]=[CH:24][C:19]([C:20]([O:22][CH3:23])=[O:21])=[CH:18][C:17]=1[S:26]([CH3:29])(=[O:28])=[O:27])(=[O:13])=[O:14]. Reported procedure: Into a mixed solvent of 30 mL of methanol and 30 mL of dioxane was dissolved 640 mg of 5% palladium/carbon, followed by 10 minutes of stirring under a hydrogen atmosphere. Under an argon atmosphere, 330 mg of Compound 1 was added, followed by 3 days of stirring under a hydrogen atmosphere at 5 atm. After confirmation of disappearance of the starting material, the reaction mixture was filtered and purified by silica gel column chromatography (ethyl acetate/hexane=2/1) to obtain 70 mg of the title... The product is CCC1C(O[Si](C)(C)C(C)(C)C)CC(=O)N1c1ccc(C#N)c(Cl)c1C. The reactants are CCC1NC(=O)CC1O[Si](C)(C)C(C)(C)C, O=C([O-])[O-], Cc1c(I)ccc(C#N)c1Cl, [Cs+], [Cs+], O=C(C=Cc1ccccc1)C=Cc1ccccc1, O=C(C=Cc1ccccc1)C=Cc1ccccc1, O=C(C=Cc1ccccc1)C=Cc1ccccc1, [Pd], [Pd], CC1(C)c2cccc(P(c3ccccc3)c3ccccc3)c2Oc2c(P(c3ccccc3)c3ccccc3)cccc21. As a reaction SMILES: [C:1]([CH3:2])([CH3:3])([CH3:4])[Si:5]([O:6][CH:7]1[CH2:8][C:9](=[O:14])[NH:10][CH:11]1[CH2:12][CH3:13])([CH3:15])[CH3:16].[C:28](=[O:29])([O-:30])[O-:31].[Cl:17][c:18]1[c:19]([C:20]#[N:21])[cH:22][cH:23][c:24]([I:27])[c:25]1[CH3:26].[Cs+:32].[Cs+:33].[O:114]=[C:115]([CH:116]=[CH:117][c:118]1[cH:119][cH:120][cH:121][cH:122][cH:123]1)[CH:124]=[CH:125][c:126]1[cH:127][cH:128][cH:129][cH:130][cH:131]1.[O:78]=[C:79]([CH:80]=[CH:81][c:82]1[cH:83][cH:84][cH:85][cH:86][cH:87]1)[CH:88]=[CH:89][c:90]1[cH:91][cH:92][cH:93][cH:94][cH:95]1.[O:96]=[C:97]([CH:98]=[CH:99][c:100]1[cH:101][cH:102][cH:103][cH:104][cH:105]1)[CH:106]=[CH:107][c:108]1[cH:109][cH:110][cH:111][cH:112][cH:113]1.[Pd:76].[Pd:77].[c:34]1([P:35]([c:36]2[cH:37][cH:38][cH:39][cH:40][cH:41]2)[c:42]2[c:43]3[c:67]([cH:68][cH:69][cH:70]2)[C:64]([CH3:65])([CH3:66])[c:46]2[c:45]([c:50]([P:51]([c:52]4[cH:53][cH:54][cH:55][cH:56][cH:57]4)[c:58]4[cH:59][cH:60][cH:61][cH:62][cH:63]4)[cH:49][cH:48][cH:47]2)[O:44]3)[cH:71][cH:72][cH:73][cH:74][cH:75]1>>[C:1]([CH3:2])([CH3:3])([CH3:4])[Si:5]([O:6][CH:7]1[CH2:8][C:9](=[O:14])[N:10]([c:24]2[cH:23][cH:22][c:19]([C:20]#[N:21])[c:18]([Cl:17])[c:25]2[CH3:26])[CH:11]1[CH2:12][CH3:13])([CH3:15])[CH3:16]. The reactants are FC1=C(C=C(C=C1)S(=O)(=O)Cl)OC (4-Fluoro-3-methoxy-benzenesulfonyl chloride), FC1=C(C=C(C=C1)S(=O)(=O)Cl)OC (4-Fluoro-3-methoxy-benzenesulfonyl chloride), NC1=CC(=C(C#N)C=C1)OCC (4-amino-2-ethoxy-benzonitrile). Yields the product C(#N)C1=C(C=C(C=C1)S(=O)(=O)Cl)OCC (4-Cyano-3-ethoxy-benzenesulfonyl chloride). As a reaction SMILES: FC1C=CC([S:8]([Cl:11])(=[O:10])=[O:9])=CC=1OC.N[C:15]1[CH:22]=[CH:21][C:18]([C:19]#[N:20])=[C:17]([O:23][CH2:24][CH3:25])[CH:16]=1>>[C:19]([C:18]1[CH:21]=[CH:22][C:15]([S:8]([Cl:11])(=[O:10])=[O:9])=[CH:16][C:17]=1[O:23][CH2:24][CH3:25])#[N:20]. Reported procedure: The titled compound is prepared analogously to 4-fluoro-3-methoxy-benzenesulfonyl chloride (Intermediate 102a) by replacing 4-fluoro-3-methoxyaniline with 4-amino-2-ethoxy-benzonitrile. Reactants: CC(C)(C)OC(=O)NC1=NC(C)(c2cc(N)ccc2F)COC1(C)C(F)(F)F, Cc1cc(C#N)cnc1C(=O)O, ClCCCl, CCN(C(C)C)C(C)C, Cl, CN(C)C=O, On1nnc2cccnc21. Yields the product Cc1cc(C#N)cnc1C(=O)Nc1ccc(F)c(C2(C)COC(C)(C(F)(F)F)C(NC(=O)OC(C)(C)C)=N2)c1. RXN SMILES: [C:1]([CH3:2])([CH3:3])([CH3:4])[O:5][C:6]([NH:7][C:8]1=[N:13][C:12]([CH3:14])([c:15]2[c:16]([F:22])[cH:17][cH:18][c:19]([NH2:21])[cH:20]2)[CH2:11][O:10][C:9]1([C:23]([F:24])([F:25])[F:26])[CH3:27])=[O:28].[C:29](#[N:30])[c:31]1[cH:32][c:33]([CH3:40])[c:34]([C:37](=[O:38])[OH:39])[n:35][cH:36]1.[CH2:41]([Cl:42])[CH2:43][Cl:44].[CH:56]([N:57]([CH2:58][CH3:59])[CH:60]([CH3:61])[CH3:62])([CH3:63])[CH3:64].[ClH:45].[O:65]=[CH:66][N:67]([CH3:68])[CH3:69].[OH:46][n:47]1[c:48]2[n:49][cH:50][cH:51][cH:52][c:53]2[n:54][n:55]1>>[C:1]([CH3:2])([CH3:3])([CH3:4])[O:5][C:6]([NH:7][C:8]1=[N:13][C:12]([CH3:14])([c:15]2[c:16]([F:22])[cH:17][cH:18][c:19]([NH:21][C:37]([c:34]3[c:33]([CH3:40])[cH:32][c:31]([C:29]#[N:30])[cH:36][n:35]3)=[O:38])[cH:20]2)[CH2:11][O:10][C:9]1([C:23]([F:24])([F:25])[F:26])[CH3:27])=[O:28]. Starting materials: CCN1c2ncc(Br)cc2C(=O)N(C)c2ccc(F)nc21, C=Cc1ccc2ccccc2c1. The product is CCN1c2ncc(CCc3ccc4ccccc4c3)cc2C(=O)N(C)c2ccc(F)nc21. As a reaction SMILES: [Br:1][c:2]1[cH:3][c:4]2[c:5]([n:20][cH:21]1)[N:6]([CH2:18][CH3:19])[c:7]1[c:8]([cH:13][cH:14][c:15]([F:17])[n:16]1)[N:9]([CH3:12])[C:10]2=[O:11].[CH2:22]=[CH:23][c:24]1[cH:25][cH:26][c:27]2[cH:28][cH:29][cH:30][cH:31][c:32]2[cH:33]1>>[c:2]1([CH2:22][CH2:23][c:24]2[cH:25][cH:26][c:27]3[cH:28][cH:29][cH:30][cH:31][c:32]3[cH:33]2)[cH:3][c:4]2[c:5]([n:20][cH:21]1)[N:6]([CH2:18][CH3:19])[c:7]1[c:8]([cH:13][cH:14][c:15]([F:17])[n:16]1)[N:9]([CH3:12])[C:10]2=[O:11].